Dataset: the Open Reaction Database (ORD), a public repository of structured organic reaction records. Task: describe an organic reaction: reactants, conditions, products, and yield The reactants are CCO, COCC(NC(=O)[O-])C1CC1, ClC(Cl)Cl, Cl, C1COCCO1. Yields the product COCC(N)C1CC1, Cl. Reaction SMILES: [CH3:13][CH2:14][OH:15].[CH:1]1([CH:4]([CH2:5][O:6][CH3:7])[NH:8][C:9](=[O:10])[O-:11])[CH2:2][CH2:3]1.[Cl:16][CH:17]([Cl:18])[Cl:19].[ClH:12].[O:20]1[CH2:21][CH2:22][O:23][CH2:24][CH2:25]1>>[CH:1]1([CH:4]([CH2:5][O:6][CH3:7])[NH2:8])[CH2:2][CH2:3]1.[ClH:12]. Starting materials: C(=O)(C(F)(F)F)O (TFA), FC=1C=C(C=CC1OC1=C2C(=NC=C1)C=C(S2)C=2CCN(CC2)C)NC(OC(C)(C)C)=O (tert-butyl 3-fluoro-4-(2-(1-methyl-1,2,3,6-tetrahydropyridin-4-yl)thieno[3,2-b]pyridin-7-yloxy)phenylcarbamate). Reaction conditions: time 1 hour. Yields the product FC=1C=C(N)C=CC1OC1=C2C(=NC=C1)C=C(S2)C=2CCN(CC2)C (3-Fluoro-4-(2-(1-methyl-1,2,3,6-tetrahydropyridin-4-yl)thieno[3,2-b]pyridin-7-yloxy)aniline). The yield is 43.5%. RXN SMILES: C(O)(C(F)(F)F)=O.[F:8][C:9]1[CH:10]=[C:11]([NH:32]C(=O)OC(C)(C)C)[CH:12]=[CH:13][C:14]=1[O:15][C:16]1[CH:21]=[CH:20][N:19]=[C:18]2[CH:22]=[C:23]([C:25]3[CH2:26][CH2:27][N:28]([CH3:31])[CH2:29][CH:30]=3)[S:24][C:17]=12>>[F:8][C:9]1[CH:10]=[C:11]([CH:12]=[CH:13][C:14]=1[O:15][C:16]1[CH:21]=[CH:20][N:19]=[C:18]2[CH:22]=[C:23]([C:25]3[CH2:26][CH2:27][N:28]([CH3:31])[CH2:29][CH:30]=3)[S:24][C:17]=12)[NH2:32]. Reported procedure: TFA (1 mL) was added to tert-butyl 3-fluoro-4-(2-(1-methyl-1,2,3,6-tetrahydropyridin-4-yl)thieno[3,2-b]pyridin-7-yloxy)phenylcarbamate (229) (105 mg, 0.23 mmol) and the mixture was stirred for 1 h at room temperature. The solution was concentrated under reduced pressure, the residue co-distilled with MeCN, redissolved in MeOH and purified by preparative HPLC (gradient 40% to 95% MeOH in water, 45 min) giving 230 (50 mg, 0.1 mmol, 48% yield) as a white solid. MS (m/z): (M+1) 356.1 (100%). Reactants: CC(=O)OCc1nccc(Oc2ccc3[nH]c(C)cc3c2F)n1, C1CCOC1, C[Si](C)(C)[N-][Si](C)(C)C, [Cl-], [Li+], O=C=Nc1cccc(C(F)(F)F)c1, [NH4+], O. Yields the product CC(=O)OCc1nccc(Oc2ccc3c(cc(C)n3C(=O)Nc3cccc(C(F)(F)F)c3)c2F)n1. Reaction SMILES: [C:11]([CH3:12])(=[O:13])[O:14][CH2:15][c:16]1[n:17][cH:18][cH:19][c:20]([O:22][c:23]2[c:24]([F:33])[c:25]3[cH:26][c:27]([CH3:32])[nH:28][c:29]3[cH:30][cH:31]2)[n:21]1.[CH2:49]1[O:50][CH2:51][CH2:52][CH2:53]1.[CH3:2][Si:3]([N-:4][Si:5]([CH3:6])([CH3:7])[CH3:8])([CH3:9])[CH3:10].[Cl-:47].[Li+:1].[N:34](=[C:35]=[O:36])[c:37]1[cH:38][c:39]([C:43]([F:44])([F:45])[F:46])[cH:40][cH:41][cH:42]1.[NH4+:48].[OH2:54]>>[C:11]([CH3:12])(=[O:13])[O:14][CH2:15][c:16]1[n:17][cH:18][cH:19][c:20]([O:22][c:23]2[c:24]([F:33])[c:25]3[cH:26][c:27]([CH3:32])[n:28]([C:35]([NH:34][c:37]4[cH:38][c:39]([C:43]([F:44])([F:45])[F:46])[cH:40][cH:41][cH:42]4)=[O:36])[c:29]3[cH:30][cH:31]2)[n:21]1. Reactants: CC(C(=O)OCC)C(C)=O (ethyl 2-methyl-3-oxobutanoate), [OH-].[K+] (potassium hydroxide), NC1=C(C=C(C=C1)OC1=NC=C(C=C1)S(=O)(=O)C)O (2-amino-5-{[5-(methylsulfonyl)pyridin-2-yl]oxy}phenol), N(=O)[O-].[Na+] (sodium nitrite), Cl (hydrochloric acid), Cl (hydrochloric acid). Run in C(C)O (ethanol), C(C)#N (acetonitrile), O (water), C(C)O (ethanol), O (water), O (Water), C(C)(=O)OCC (ethyl acetate). Reaction conditions: temperature -5 celsius, time 30 minute. Product: OC1=C(C=CC(=C1)OC1=NC=C(C=C1)S(=O)(=O)C)NN=C(C(=O)OCC)C (Ethyl 2-[(2-hydroxy-4-{[5-(methylsulfonyl)pyridin-2-yl]oxy}phenyl)hydrazono]propanoate). As a reaction SMILES: [NH2:1][C:2]1[CH:7]=[CH:6][C:5]([O:8][C:9]2[CH:14]=[CH:13][C:12]([S:15]([CH3:18])(=[O:17])=[O:16])=[CH:11][N:10]=2)=[CH:4][C:3]=1[OH:19].Cl.[N:21]([O-])=O.[Na+].[CH3:25][CH:26](C(=O)C)[C:27]([O:29][CH2:30][CH3:31])=[O:28].[OH-].[K+]>C(O)C.C(#N)C.O.C(OCC)(=O)C>[OH:19][C:3]1[CH:4]=[C:5]([O:8][C:9]2[CH:14]=[CH:13][C:12]([S:15]([CH3:18])(=[O:17])=[O:16])=[CH:11][N:10]=2)[CH:6]=[CH:7][C:2]=1[NH:1][N:21]=[C:26]([CH3:25])[C:27]([O:29][CH2:30][CH3:31])=[O:28] |f:2.3,5.6|. Procedure: To a stirring suspension of 2-amino-5-{[5-(methylsulfonyl)pyridin-2-yl]oxy}phenol (27.68 g) in a mixture of ethanol (150 mL) and acetonitrile (20 mL) was added concentrated hydrochloric acid (21.8 mL) at 0° C. After cooling to −5° C., a solution of sodium nitrite (8.18 g) in water (20 mL) was added dropwise to the mixture with keeping the temperature below −5° C. The mixture was stirred at −10° C. for 30 min. The mixture was added to a mixture of ethyl 2-methyl-3-oxobutanoate (15.7 mL), potassiu... The reactants are Na2HPO4, O1C[C@@H]([C@H]2[C@@H]1OCC2)O ((3R,3aS,6aR)-hexahydrofuro[2,3-b]furan-3-ol), C1CCOC1 (THF), 27, CC(=O)OI1(C=2C=CC=CC2C(=O)O1)(OC(=O)C)OC(=O)C (Dess-Martin periodinane). Solvent: C(Cl)Cl (CH2Cl2). Reaction conditions: temperature 0 celsius, time 3 hour. Product: O1CC([C@H]2[C@@H]1OCC2)=O ((3aR,6aR)-Tetrahydrofuro[2,3-b]furan-3(2H)-one). Yield: 87.0%. Reaction SMILES: [O:1]1[C@H:5]2[O:6][CH2:7][CH2:8][C@H:4]2[C@@H:3]([OH:9])[CH2:2]1.C1COCC1.CC(OI1(OC(C)=O)(OC(C)=O)OC(=O)C2C=CC=CC1=2)=O>C(Cl)Cl>[O:1]1[C@H:5]2[O:6][CH2:7][CH2:8][C@H:4]2[C:3](=[O:9])[CH2:2]1. Procedure details: Enantiomerically pure (3R,3aS,6aR)-hexahydrofuro[2,3-b]furan-3-ol (bis-THF) 27 (85 mg, 0.65 mmol) was diluted in dry CH2Cl2 (6 mL) under argon, the solution was cooled to 0° C. and anhydrous Na2HPO4 (52 mg, 0.36 mol) was added. Dess-Martin periodinane (360 mg, 0.85 mmol) was added at once at 0° C. and the resulting suspension warmed to 23° C. and stirred for 3 h. The reaction was then quenched by successive addition of sat. aq. NaHCO3 and sat. aq. Na2SO3 solutions (1.5+1.5 mL). The phases were s...